Task: describe an organic reaction: reactants, conditions, products, and yield. Dataset: the Open Reaction Database (ORD), a public repository of structured organic reaction records The reactants are COc1ccc([N+](=O)[O-])cc1C=O, CC1(C)C2CCC1(CS(=O)(=O)O)C(=O)C2, OCCO. The product is COc1ccc([N+](=O)[O-])cc1C1OCCO1. As a reaction SMILES: [CH3:1][O:2][c:3]1[c:4]([CH:5]=[O:6])[cH:7][c:8]([N+:11](=[O:12])[O-:13])[cH:9][cH:10]1.[O:18]=[S:19](=[O:20])([OH:21])[CH2:22][C:23]12[CH2:24][CH2:25][CH:26]([C:27]1([CH3:28])[CH3:29])[CH2:30][C:31]2=[O:32].[OH:14][CH2:15][CH2:16][OH:17]>>[CH3:1][O:2][c:3]1[c:4]([CH:5]2[O:6][CH2:16][CH2:15][O:14]2)[cH:7][c:8]([N+:11](=[O:12])[O-:13])[cH:9][cH:10]1. The reactants are O.NN (Hydrazine monohydrate), N1C(=CC=C1)C(=O)OC (methyl 1H-pyrrole-2-carboxylate). The solvent is CO (methanol). Run at temperature 65 celsius, time 15 hour. The product is N1C(=CC=C1)C(=O)NN (1H-pyrrole-2-carbohydrazide). As a reaction SMILES: O.[NH2:2][NH2:3].[NH:4]1[CH:8]=[CH:7][CH:6]=[C:5]1[C:9]([O:11]C)=O>CO>[NH:4]1[CH:8]=[CH:7][CH:6]=[C:5]1[C:9]([NH:2][NH2:3])=[O:11] |f:0.1|. Procedure: Hydrazine monohydrate (31.0, 620 mmol) was added to a mixture of methyl 1H-pyrrole-2-carboxylate and methanol (100 ml) followed by stirring at 65° C. for 15 h. The mixture was evaporated and the product was isolated as a crystalline solid. As a reaction SMILES: [CH3:1][O:2][C:3](=[O:53])[C@@H:4]([NH:20][C:21]([CH:23]1[CH2:32][C:31]2[CH:30]=[C:29]3[O:33][CH2:34][C@H:35]([C:37]4[CH:42]=[CH:41][C:40]([O:43][CH2:44][C:45]5[CH:50]=[CH:49][C:48]([Cl:51])=[C:47]([Cl:52])[CH:46]=5)=[CH:39][CH:38]=4)[O:36][C:28]3=[CH:27][C:26]=2[CH2:25][NH:24]1)=[O:22])[CH2:5][C:6]1[CH:11]=[CH:10][C:9]([C:12]2[CH:17]=[CH:16][C:15]([C:18]#[N:19])=[CH:14][CH:13]=2)=[CH:8][CH:7]=1.[C:54]([NH:57][C:58]1[S:59][C:60]([S:63](Cl)(=[O:65])=[O:64])=[CH:61][N:62]=1)(=[O:56])[CH3:55]>>[CH3:1][O:2][C:3](=[O:53])[C@@H:4]([NH:20][C:21]([CH:23]1[CH2:32][C:31]2[CH:30]=[C:29]3[O:33][CH2:34][C@H:35]([C:37]4[CH:42]=[CH:41][C:40]([O:43][CH2:44][C:45]5[CH:50]=[CH:49][C:48]([Cl:51])=[C:47]([Cl:52])[CH:46]=5)=[CH:39][CH:38]=4)[O:36][C:28]3=[CH:27][C:26]=2[CH2:25][N:24]1[S:63]([C:60]1[S:59][C:58]([NH:57][C:54](=[O:56])[CH3:55])=[N:62][CH:61]=1)(=[O:64])=[O:65])=[O:22])[CH2:5][C:6]1[CH:11]=[CH:10][C:9]([C:12]2[CH:13]=[CH:14][C:15]([C:18]#[N:19])=[CH:16][CH:17]=2)=[CH:8][CH:7]=1. Starting materials: COC([C@H](CC1=CC=C(C=C1)C1=CC=C(C=C1)C#N)NC(=O)C1NCC=2C=C3C(=CC2C1)OC[C@@H](O3)C3=CC=C(C=C3)OCC3=CC(=C(C=C3)Cl)Cl)=O ((S)-3-(4′-Cyano-biphenyl-4-yl)-2-({(S)-3-[4-(3,4-dichloro-benzyloxy)-phenyl]-2,3,6,7,8,9-hexahydro-[1,4]dioxino[2,3-g]isoquinoline-8-carbonyl}-amino)-propionic acid methyl ester), C(C)(=O)NC=1SC(=CN1)S(=O)(=O)Cl (2-acetylamino-thiazole-5-sulfonyl chloride). Procedure: (S)-3-(4′-Cyano-biphenyl-4-yl)-2-({(S)-3-[4-(3,4-dichloro-benzyloxy)-phenyl]-2,3,6,7,8,9-hexahydro-[1,4]dioxino[2,3-g]isoquinoline-8-carbonyl}-amino)-propionic acid methyl ester (48 mg) was treated with 2-acetylamino-thiazole-5-sulfonyl chloride according to General Procedure E to give (S)-2-({(S)-7-(2-Acetylamino-thiazole-5-sulfonyl)-3-[4-(3,4-dichloro-benzyloxy)-phenyl]-2,3,6,7,8,9-hexahydro-[1,4]dioxino[2,3-g]isoquinoline-8-carbonyl}-amino)-3-(4′-cyano-biphenyl-4-yl)-propionic acid methyl est... Product: COC([C@H](CC1=CC=C(C=C1)C1=CC=C(C=C1)C#N)NC(=O)C1N(CC=2C=C3C(=CC2C1)OC[C@@H](O3)C3=CC=C(C=C3)OCC3=CC(=C(C=C3)Cl)Cl)S(=O)(=O)C3=CN=C(S3)NC(C)=O)=O ((S)-2-({(S)-7-(2-Acetylamino-thiazole-5-sulfonyl)-3-[4-(3,4-dichloro-benzyloxy)-phenyl]-2,3,6,7,8,9-hexahydro-[1,4]dioxino[2,3-g]isoquinoline-8-carbonyl}-amino)-3-(4′-cyano-biphenyl-4-yl)-propionic acid methyl ester). Reactants: [BH4-].[Na+] (sodium borohydride), ClC1=NC2=CN=CC=C2C=C1 (2-Chloro-1,7-naphthyridine), C1(CC1)B(O)O (cyclopropylboronic acid), C(C1=CC=CC=C1)Br (benzyl bromide). Product: C(C1=CC=CC=C1)N1CCC=2C=CC(=NC2C1)C1CC1 (7-benzyl-2-cyclopropyl-5,6,7,8-tetrahydro-1,7-naphthyridine). As a reaction SMILES: Cl[C:2]1[CH:11]=[CH:10][C:9]2[C:4](=[CH:5][N:6]=[CH:7][CH:8]=2)[N:3]=1.[CH:12]1(B(O)O)[CH2:14][CH2:13]1.[CH2:18](Br)[C:19]1[CH:24]=[CH:23][CH:22]=[CH:21][CH:20]=1.[BH4-].[Na+]>>[CH2:18]([N:6]1[CH2:5][C:4]2[N:3]=[C:2]([CH:12]3[CH2:14][CH2:13]3)[CH:11]=[CH:10][C:9]=2[CH2:8][CH2:7]1)[C:19]1[CH:24]=[CH:23][CH:22]=[CH:21][CH:20]=1 |f:3.4|. Procedure: 2-Chloro-1,7-naphthyridine was subjected to a Suzuki reaction with cyclopropylboronic acid; the product was reacted with benzyl bromide, and then reduced with sodium borohydride to afford 7-benzyl-2-cyclopropyl-5,6,7,8-tetrahydro-1,7-naphthyridine. Protecting group removal with 1-chloroethyl carbonochloridate provided 2-cyclopropyl-5,6,7,8-tetrahydro-1,7-naphthyridine. Starting materials: ClC1=CC(=CC2=C1OCCCO2)CNCC(C)C (N-(9-chloro-3,4-dihydro-2H-1,5-benzodioxepin-7-ylmethyl)-2-methylpropan-1-amine), CC(C(=O)O)CNC(=O)OC(C)(C)C ((±)-2-Methyl-3-[(2-methylpropan-2-yl)oxycarbonylamino]propanoic acid), Cl.C(C)N=C=NCCCN(C)C (1-ethyl-3-(3-dimethylaminopropyl)-carbodiimide hydrochloride), CC1=C(C(=NC=C1)N)C (dimethyl aminopyridine). The solvent is C(Cl)Cl (DCM). The product is CC(C(=O)N(CC(C)C)CC1=CC2=C(OCCCO2)C(=C1)Cl)CNC(=O)OC(CC)C ((±)-2-Methyl-3-(methylpropan-2-yl)oxycarbonylamino-N-(9-chloro-3,4-dihydro-2H-1,5-benzodioxepin-7-ylmethyl)-N-isobutylpropanamide). As a reaction SMILES: [Cl:1][C:2]1[C:7]2[O:8][CH2:9][CH2:10][CH2:11][O:12][C:6]=2[CH:5]=[C:4]([CH2:13][NH:14][CH2:15][CH:16]([CH3:18])[CH3:17])[CH:3]=1.[CH3:19][CH:20]([CH2:24][NH:25][C:26]([O:28][C:29]([CH3:32])([CH3:31])C)=[O:27])[C:21]([OH:23])=O.Cl.[CH2:34](N=C=NCCCN(C)C)C.CC1C=CN=C(N)C=1C>C(Cl)Cl>[CH3:19][CH:20]([CH2:24][NH:25][C:26]([O:28][CH:29]([CH3:31])[CH2:32][CH3:34])=[O:27])[C:21]([N:14]([CH2:13][C:4]1[CH:3]=[C:2]([Cl:1])[C:7]2[O:8][CH2:9][CH2:10][CH2:11][O:12][C:6]=2[CH:5]=1)[CH2:15][CH:16]([CH3:18])[CH3:17])=[O:23] |f:2.3|. Procedure: The mixture of N-(9-chloro-3,4-dihydro-2H-1,5-benzodioxepin-7-ylmethyl)-2-methylpropan-1-amine (600 mg), (±)-2-Methyl-3-[(2-methylpropan-2-yl)oxycarbonylamino]propanoic acid (200 mg), 1-ethyl-3-(3-dimethylaminopropyl)-carbodiimide hydrochloride (475 mg) and of dimethyl aminopyridine (284 mg) in DCM (30 ml) was stirred overnight. The reaction mixture was partitioned between ethyl acetate and water (30 mL each). The aqueous layer was extracted with EtOAc (30 mL×2). The combined organic layer was w... Reactants: C1(CCCCC1)P(C1=C(C=CC=C1)C1=CC=CC=C1)C1CCCCC1 (2-(dicyclohexylphosphino) biphenyl), ice brine, COC(=O)C1=NC(=C(C=C1)C1CC1)Cl (6-chloro-5-cyclopropyl-pyridine-2-carboxylic acid methyl ester), ClC1=C(N)C=CC(=C1)Cl (2,4-dichloroaniline), C([O-])([O-])=O.[K+].[K+] (potassium carbonate). Reagents/catalysts: C(C)(=O)[O-].[Pd+2].C(C)(=O)[O-] (palladium(II)acetate). Run in O1CCOCC1 (dioxane), O1CCOCC1 (dioxane). Run at time 20 hour. Yields the product COC(=O)C1=NC(=C(C=C1)C1CC1)NC1=C(C=C(C=C1)Cl)Cl (5-Cyclopropyl-6-(2,4-dichloro-phenylamino)-pyridine-2-carboxylic acid methyl ester). Isolated yield 39.0%. As a reaction SMILES: C1(P(C2CCCCC2)C2C=CC=CC=2C2C=CC=CC=2)CCCCC1.[CH3:26][O:27][C:28]([C:30]1[CH:35]=[CH:34][C:33]([CH:36]2[CH2:38][CH2:37]2)=[C:32](Cl)[N:31]=1)=[O:29].[Cl:40][C:41]1[CH:47]=[C:46]([Cl:48])[CH:45]=[CH:44][C:42]=1[NH2:43].C(=O)([O-])[O-].[K+].[K+]>O1CCOCC1.C([O-])(=O)C.[Pd+2].C([O-])(=O)C>[CH3:26][O:27][C:28]([C:30]1[CH:35]=[CH:34][C:33]([CH:36]2[CH2:38][CH2:37]2)=[C:32]([NH:43][C:42]2[CH:44]=[CH:45][C:46]([Cl:48])=[CH:47][C:41]=2[Cl:40])[N:31]=1)=[O:29] |f:3.4.5,7.8.9|. Procedure details: A solution of palladium(II)acetate (4.24 mg, 18.9 μmol) and 2-(dicyclohexylphosphino) biphenyl (13.2 mg, 37.8 μmol) in dioxane (1.9 ml) under an argon atmosphere was stirred for 10 min at ambient temperature and subsequently added to a suspension of 6-chloro-5-cyclopropyl-pyridine-2-carboxylic acid methyl ester (100 mg, 472 μmol), 2,4-dichloroaniline (76.6 mg, 472 μmol) and potassium carbonate (1.31 g, 9.45 mmol) in dioxane (3.24 ml) under an argon atmosphere. The yellow suspension was heated to... Starting materials: CN(C)C=O, CO, O=C(Cl)C(=O)Cl, O=C(O)c1cc(Cl)ccc1F, ClCCl. The product is COC(=O)c1cc(Cl)ccc1F. As a reaction SMILES: [CH3:18][N:19]([CH3:20])[CH:21]=[O:22].[CH3:23][OH:24].[Cl:12][C:13]([C:14]([Cl:15])=[O:16])=[O:17].[Cl:1][c:2]1[cH:3][cH:4][c:5]([F:11])[c:6]([C:7](=[O:8])[OH:9])[cH:10]1.[Cl:25][CH2:26][Cl:27]>>[Cl:1][c:2]1[cH:3][cH:4][c:5]([F:11])[c:6]([C:7](=[O:8])[O:9][CH3:13])[cH:10]1. Reactants: Br.N1C(CC2=CC=CN=C12)=O (7-Azaoxindole hydrobromide), [H-].[Na+] (sodium hydride), ClC1=NC=NC2=CC(=C(C=C12)OCCCN1CCOCC1)OC (4-chloro-7-methoxy-6-(3-morpholinopropoxy)quinazoline). The solvent is C1CCOC1 (THF), CN(C)C=O (DMF). Run at time 40 minute. Product: N1C(C(C2=CC=CN=C12)C1=NC=NC2=CC(=C(C=C12)OCCCN1CCOCC1)OC)=O (4-(7-azaoxindol-3-yl)-7-methoxy-6-(3-morpholinopropoxy)quinazoline). Isolated yield 68.9%. Reaction SMILES: Br.[NH:2]1[C:10]2[C:5](=[CH:6][CH:7]=[CH:8][N:9]=2)[CH2:4][C:3]1=[O:11].[H-].[Na+].Cl[C:15]1[C:24]2[C:19](=[CH:20][C:21]([O:35][CH3:36])=[C:22]([O:25][CH2:26][CH2:27][CH2:28][N:29]3[CH2:34][CH2:33][O:32][CH2:31][CH2:30]3)[CH:23]=2)[N:18]=[CH:17][N:16]=1>C1COCC1.CN(C=O)C>[NH:2]1[C:10]2[C:5](=[CH:6][CH:7]=[CH:8][N:9]=2)[CH:4]([C:15]2[C:24]3[C:19](=[CH:20][C:21]([O:35][CH3:36])=[C:22]([O:25][CH2:26][CH2:27][CH2:28][N:29]4[CH2:30][CH2:31][O:32][CH2:33][CH2:34]4)[CH:23]=3)[N:18]=[CH:17][N:16]=2)[C:3]1=[O:11] |f:0.1,2.3|. Procedure: 7-Azaoxindole hydrobromide (269 mg, 1.25 mmol), (Tet.Let. 1987, 28, 4027), was added to a suspension of sodium hydride (100 mg, 2.5 mmol, prewashed with hexane) in a mixture of THF (3 ml) and DMF (3 ml). After stirring for 40 minutes at ambient temperature, 4-chloro-7-methoxy-6-(3-morpholinopropoxy)quinazoline (169 mg, 0.5 mmol) was added. After heating for 1 hour at 75° C., the volatiles were removed by evaporation. The residue was partitioned between ethyl acetate and water. The aqueous layer ... Starting materials: CS[Si](C)(C)C ((Methylthio)trimethylsilane), C(CC)(=O)O[C@H]1[C@H](OC(CC)=O)[C@@H](OC(CC)=O)[C@H](O1)[C@H](OC(CC)=O)COC(CC)=O (1,2,3,5,6-Penta-O-propanoyl-β-D-glucofuranose), FC(S(=O)(=O)O[Si](C)(C)C)(F)F (trimethylsilyl trifluoromethanesulfonate). Run in C(Cl)(Cl)Cl (CHCl3), ClCCCl (1,2-dichloroethane). Reaction conditions: temperature 50 celsius, time 20 minute. Product: C(CC)(=O)O[C@H]1[C@H](SC)O[C@@H]([C@@H]1OC(CC)=O)[C@H](OC(CC)=O)COC(CC)=O (methyl 2,3,5,6-tetra-O-propanoyl-1-thio-β-D-glucofuranoside). Isolated yield 83.2%. As a reaction SMILES: C(O[C@@H:6]1[O:20][C@H:19]([C@@H:21]([CH2:27][O:28][C:29](=[O:32])[CH2:30][CH3:31])[O:22][C:23](=[O:26])[CH2:24][CH3:25])[C@H:13]([O:14][C:15](=[O:18])[CH2:16][CH3:17])[C@H:7]1[O:8][C:9](=[O:12])[CH2:10][CH3:11])(=O)CC.[CH3:33][S:34][Si](C)(C)C.FC(F)(F)S(O[Si](C)(C)C)(=O)=O>ClCCCl.C(Cl)(Cl)Cl>[C:9]([O:8][C@@H:7]1[C@@H:13]([O:14][C:15](=[O:18])[CH2:16][CH3:17])[C@@H:19]([C@@H:21]([CH2:27][O:28][C:29](=[O:32])[CH2:30][CH3:31])[O:22][C:23](=[O:26])[CH2:24][CH3:25])[O:20][C@H:6]1[S:34][CH3:33])(=[O:12])[CH2:10][CH3:11]. Procedure: 1,2,3,5,6-Penta-O-propanoyl-β-D-glucofuranose (614 mg, 1.3 mmol) was dissolved in 1,2-dichloroethane (5 mL) and cooled to 0° C. (Methylthio)trimethylsilane (567 μL, 4.0 mmol) was added dropwise followed by trimethylsilyl trifluoromethanesulfonate (72 μL, 0.4 mmol). After 20 min at room temperature, the mixture was heated at 50° C. for 3 h, cooled, diluted with CHCl3, washed with 50% aqueous NaHCO3 (30 mL), brine, dried (MgSO4) and concentrated in vacuo. Flash silica chromatography of the residue... Reactants: [Li]CCCC (n-BuLi), CP(OC)(OC)=O (dimethyl methylphosphonate), C(CCC)OC(CCCCC1=CC=C2C(=N1)NCC2)=O (5-(2,3-Dihydro-1H-pyrrolo[2,3-b]pyridin-6-yl)-pentanoic acid butyl ester). Solvent: C1CCOC1 (THF), C1CCOC1 (THF). Run at time 15 minute. Yields the product COP(OC)(=O)CC(CCCCC1=CC=C2C(=N1)NCC2)=O ([6-(2,3-Dihydro-1H-pyrrolo [2,3-b]pyridin-6-yl)-2-oxo-hexyl]-phosphonic acid dimethyl ester). The yield is 89.3%. As a reaction SMILES: [CH3:1][P:2](=[O:7])([O:5][CH3:6])[O:3][CH3:4].[Li]CCCC.C([O:17][C:18](=O)[CH2:19][CH2:20][CH2:21][CH2:22][C:23]1[N:28]=[C:27]2[NH:29][CH2:30][CH2:31][C:26]2=[CH:25][CH:24]=1)CCC>C1COCC1>[CH3:4][O:3][P:2]([CH2:1][C:18](=[O:17])[CH2:19][CH2:20][CH2:21][CH2:22][C:23]1[N:28]=[C:27]2[NH:29][CH2:30][CH2:31][C:26]2=[CH:25][CH:24]=1)(=[O:7])[O:5][CH3:6]. Procedure details: A solution of dimethyl methylphosphonate (1.35 g, 10.9 mmol) in anhydrous THF (20 mL) was cooled to −78° and treated dropwise with 2.6 M n-BuLi (4.1 mL). After stirring at −78° for 15 min, a solution of ester 23-6 (0.750 g, 2.71 mmol) in THF (10 mL) was added dropwise and the resulting solution stirred for 15 min at −78°, quenched with sat. NH4Cl (25 mL), then extracted with CHCl3 (1×25 mL), and the organic layer was applied to PCTLC (4 mm, 10% MeOH/CHCl3) affording 0.79 g (89% yield) of 23-7.